Dataset: the Open Reaction Database (ORD), a public repository of structured organic reaction records. Task: describe an organic reaction: reactants, conditions, products, and yield Reactants: O=C([O-])[O-], CN(C)C=O, ClCc1nc2ccccc2[nH]1, [Cs+], [Cs+], CS(=O)(=O)Nc1cccnc1N1CCNCC1. The product is CS(=O)(=O)Nc1cccnc1N1CCN(Cc2nc3ccccc3[nH]2)CC1. RXN SMILES: [C:18](=[O:19])([O-:20])[O-:21].[CH3:35][N:36]([CH3:37])[CH:38]=[O:39].[Cl:24][CH2:25][c:26]1[n:27][c:28]2[c:29]([nH:30]1)[cH:31][cH:32][cH:33][cH:34]2.[Cs+:22].[Cs+:23].[N:1]1([c:7]2[n:8][cH:9][cH:10][cH:11][c:12]2[NH:13][S:14](=[O:15])(=[O:16])[CH3:17])[CH2:2][CH2:3][NH:4][CH2:5][CH2:6]1>>[N:1]1([c:7]2[n:8][cH:9][cH:10][cH:11][c:12]2[NH:13][S:14](=[O:15])(=[O:16])[CH3:17])[CH2:2][CH2:3][N:4]([CH2:25][c:26]2[nH:27][c:28]3[c:29]([n:30]2)[cH:31][cH:32][cH:33][cH:34]3)[CH2:5][CH2:6]1. The reactants are O (water), BrCC(C(=O)O)=O (Bromopyruvic acid), NC(C(=O)OCC)=S (ethyl 2-amino-2-thioxoacetate), NC(C(=O)OCC)=S (ethyl 2-amino-2-thioxoacetate), C(=O)(O)[O-].[Na+] (NaHCO3). The solvent is O1CCOCC1 (dioxane). The product is C(C)OC(=O)C=1SC(=CN1)C(=O)O (2-(ethoxycarbonyl)thiazole-5-carboxylic acid). Yield: 47.8%. RXN SMILES: Br[CH2:2][C:3](=O)[C:4]([OH:6])=[O:5].[NH2:8][C:9](=[S:15])[C:10]([O:12][CH2:13][CH3:14])=[O:11].O.C([O-])(O)=O.[Na+]>O1CCOCC1>[CH2:13]([O:12][C:10]([C:9]1[S:15][C:3]([C:4]([OH:6])=[O:5])=[CH:2][N:8]=1)=[O:11])[CH3:14] |f:3.4|. Procedure: Bromopyruvic acid (22.7 g, 135.33 mmol) was added to a solution of ethyl 2-amino-2-thioxoacetate (Intermediate W, 18 g, 135.3 mmol) in dioxane (200 mL) and refluxed for 5 h. After completion the reaction mixture was poured into water (200 mL), the residue was basified with sat NaHCO3 and extracted with EtOAc (2×250 mL). The aqueous layer was acidified with 2N HCl and extracted with EtOAc (2×250 mL) The combined extracts were washed with water (250 mL), brine (250 mL), dried over anhydrous Na2SO4... Procedure: 131 parts of a mixture of tetrachloroaniline and pentachloroaniline, corresponding to the composition given in Example 3, 200 parts of phenol and 9 parts of sodium iodide are reacted in the presence of 22 parts of a ruthenium-on-charcoal catalyst (5% strength) which is moist with water and has already been used for 6 similar reaction cycles, corresponding to 15 parts of dry catalyst, with hydrogen at 165° C. under a pressure of 40 to a maximum of 50 bars, during the course of 8 hours. After the ... The solvent is O (water). Product: ClC=1C=C(N)C=C(C1)Cl (3,5-dichloroaniline). Reaction SMILES: ClC1C(Cl)=C(C=CC=1)N(Cl)Cl.Cl[C:13]1[C:18]([NH2:19])=[C:17](Cl)[C:16]([Cl:21])=[C:15](Cl)[C:14]=1[Cl:23].C1(O)C=CC=CC=1.[I-].[Na+].[H][H]>O>[Cl:21][C:16]1[CH:17]=[C:18]([CH:13]=[C:14]([Cl:23])[CH:15]=1)[NH2:19] |f:3.4|. The reactants are [I-].[Na+] (sodium iodide), ClC=1C(=C(N(Cl)Cl)C=CC1)Cl (tetrachloroaniline), ClC1=C(C(=C(C(=C1N)Cl)Cl)Cl)Cl (pentachloroaniline), 22, C1(=CC=CC=C1)O (phenol), [H][H] (hydrogen), 40. Reagents/catalysts: ruthenium-on-charcoal. Yield: 98.0%. Starting materials: C1=CC=CC=C1 (benzene), C1(=CC=CC=C1)C (toluene), CO (methanol), formula II, C(C)(=O)C=1C(OC(=C(C1O)C(C)=O)O)=O (3,5-diacetyl-4,6-dihydroxy-2H-pyran-2-one), amine. Run in S(O)(O)(=O)=O (sulfuric acid). Product: C(C)(=O)C=1C(OC(=C(C1O)C(C)=O)O)=O (3,5-Diacetyl-4,6-dihydroxy-2H-pyran-2-one), C(C(=O)CC(=O)O)C(=O)O (acetonedicarboxylic acid), C(C)(=O)OC(C)=O (acetic anhydride). As a reaction SMILES: [C:1]([C:4]1[C:5](=[O:15])[O:6][C:7]([OH:14])=[C:8]([C:11](=[O:13])[CH3:12])[C:9]=1[OH:10])(=[O:3])[CH3:2].C1C=CC=CC=1.C1(C)C=CC=CC=1.C[OH:30]>S(=O)(=O)(O)O>[C:1]([C:4]1[C:5](=[O:15])[O:6][C:7]([OH:14])=[C:8]([C:11](=[O:13])[CH3:12])[C:9]=1[OH:10])(=[O:3])[CH3:2].[CH2:8]([C:7]([OH:6])=[O:14])[C:9]([CH2:4][C:5]([OH:15])=[O:30])=[O:10].[C:5]([O:6][C:7](=[O:14])[CH3:8])(=[O:15])[CH3:4]. Procedure: The starting materials of formula II above used herein are generally prepared by reaction of 3,5-diacetyl-4,6-dihydroxy-2H-pyran-2-one with the appropriate amine (RNH2). The reactants are usually heated at reflux in an inert organic solvent such as benzene, toluene or methanol for from two to twelve hours. 3,5-Diacetyl-4,6-dihydroxy-2H-pyran-2-one is obtained by reaction of acetonedicarboxylic acid and acetic anhydride in sulfuric acid at elevated temperature. The reactants are [C-]#N (cyanide), CO (methanol), C(C)(C)(C)OC(=O)N1CCC(CC1)NS(=O)(=O)C1=CC=C(C2=CC=CC=C12)F (4-(4-Fluoro-naphthalene-1-sulfonylamino)-piperidine-1-carboxylic acid tert-butyl ester). Reagents/catalysts: [Br-].C(CCC)[N+](CCCC)(CCCC)CCCC (tetra-n-butylammonium bromide). Solvent: ClCCl (dichloromethane), CN(C)C=O (DMF), ClCCl (dichloromethane). Conditions: temperature 100 celsius. Product: C(C)(C)(C)OC(=O)N1CCC(CC1)NS(=O)(=O)C1=CC=C(C2=CC=CC=C12)C#N (4-(4-Cyano-naphthalene-1-sulfonylamino)-piperidine-1-carboxylic acid tert-butyl ester). As a reaction SMILES: [C:1]([O:5][C:6]([N:8]1[CH2:13][CH2:12][CH:11]([NH:14][S:15]([C:18]2[C:27]3[C:22](=[CH:23][CH:24]=[CH:25][CH:26]=3)[C:21](F)=[CH:20][CH:19]=2)(=[O:17])=[O:16])[CH2:10][CH2:9]1)=[O:7])([CH3:4])([CH3:3])[CH3:2].[C-:29]#[N:30].CO>CN(C=O)C.[Br-].C([N+](CCCC)(CCCC)CCCC)CCC.ClCCl>[C:1]([O:5][C:6]([N:8]1[CH2:13][CH2:12][CH:11]([NH:14][S:15]([C:18]2[C:27]3[C:22](=[CH:23][CH:24]=[CH:25][CH:26]=3)[C:21]([C:29]#[N:30])=[CH:20][CH:19]=2)(=[O:17])=[O:16])[CH2:10][CH2:9]1)=[O:7])([CH3:4])([CH3:3])[CH3:2] |f:4.5|. Procedure: 4-(4-Fluoro-naphthalene-1-sulfonylamino)-piperidine-1-carboxylic acid tert-butyl ester 28 (2.00 g, 4.9 mmol) was dissolved in DMF (20 mL). Sodiuim cyanide (1.2 g, 24.5 mmol) and tetra-n-butylammonium bromide (7.9 g, 24.5 mmol) were added and the reaction was heated to 100° C. overnight. The reaction was diluted with dichloromethane (100 mL) and charged to a separatory funnel. The organic layer was washed three times with water, brine and dried over MgSO4. Filtration and concentration in vacuo af... The reactants are CC=1N(C(=CC1)C)C1=NC=CC(=C1)C1=NC=CC(=N1)C1=NC(=CC(=C1)C1=CC=C(C=C1)C(F)(F)F)C (2-[2-(2,5-dimethyl-pyrrol-1-yl)-pyridin-4-yl]-4-[6-methyl-4-(4-trifluoromethyl-phenyl)-pyridin-2-yl]-pyrimidine), Cl.NO (hydroxylamine hydrochloride). Run in 1-propanole. Product: CC1=CC(=CC(=N1)C1=NC(=NC=C1)C1=CC(=NC=C1)N)C1=CC=C(C=C1)C(F)(F)F (4-{4-[6-Methyl-4-(4-trifluoromethyl-phenyl)-pyridin-2-yl]-pyrimidin-2-yl}-pyridin-2-ylamine). The yield is 21.3%. Reaction SMILES: CC1[N:3]([C:8]2[CH:13]=[C:12]([C:14]3[N:19]=[C:18]([C:20]4[CH:25]=[C:24]([C:26]5[CH:31]=[CH:30][C:29]([C:32]([F:35])([F:34])[F:33])=[CH:28][CH:27]=5)[CH:23]=[C:22]([CH3:36])[N:21]=4)[CH:17]=[CH:16][N:15]=3)[CH:11]=[CH:10][N:9]=2)C(C)=CC=1.Cl.NO>>[CH3:36][C:22]1[N:21]=[C:20]([C:18]2[CH:17]=[CH:16][N:15]=[C:14]([C:12]3[CH:11]=[CH:10][N:9]=[C:8]([NH2:3])[CH:13]=3)[N:19]=2)[CH:25]=[C:24]([C:26]2[CH:27]=[CH:28][C:29]([C:32]([F:35])([F:33])[F:34])=[CH:30][CH:31]=2)[CH:23]=1 |f:1.2|. Procedure details: A mixture of the above described 2-[2-(2,5-dimethyl-pyrrol-1-yl)-pyridin-4-yl]-4-[6-methyl-4-(4-trifluoromethyl-phenyl)-pyridin-2-yl]-pyrimidine (280 mg, 0.577 mmol), hydroxylamine hydrochloride (200 mg, 2.89 mmol) 1.5 M NaOH-sol. (0.96 mL, 1.44 mmol) in 1-propanole (3 mL) was stirred at 120° C. for 3 h in a sealed tube. Cooled to rt, poured the reaction mixture directly on a silica gel column and chromatographed with EtOAc followed by trituration with diethyl ether/heptane to give the title com... The reactants are NC1=C(C=CC=C1)S(=O)(=O)NC(=O)NC1=NC(=CC(=N1)OC)C (2-Amino-N-[(4-methoxy-6-methylpyrimidin-2-yl)aminocarbonyl]benzenesulfonamide), ice, N(=O)[O-].[Na+] (sodium nitrite), CNC (dimethylamine). Run in C(C)(=O)O (acetic acid), C(CC)(=O)O (propionic acid), O (water), Cl (HCl), O (water), C(C)(=O)O (acetic acid). Run at time 45 minute. The product is CN(N=NC1=C(C=CC=C1)S(=O)(=O)NC(=O)NC1=NC(=CC(=N1)OC)C)C (2-(Dimethyl-1-triazeno)-N-[(4-methoxy-6-methylpyrimidin-2-yl)aminocarbonyl]benzenesulfonamide). As a reaction SMILES: [NH2:1][C:2]1[CH:7]=[CH:6][CH:5]=[CH:4][C:3]=1[S:8]([NH:11][C:12]([NH:14][C:15]1[N:20]=[C:19]([O:21][CH3:22])[CH:18]=[C:17]([CH3:23])[N:16]=1)=[O:13])(=[O:10])=[O:9].[N:24]([O-])=O.[Na+].[CH3:28][NH:29][CH3:30]>C(O)(=O)C.C(O)(=O)CC.O.Cl>[CH3:28][N:29]([CH3:30])[N:24]=[N:1][C:2]1[CH:7]=[CH:6][CH:5]=[CH:4][C:3]=1[S:8]([NH:11][C:12]([NH:14][C:15]1[N:20]=[C:19]([O:21][CH3:22])[CH:18]=[C:17]([CH3:23])[N:16]=1)=[O:13])(=[O:10])=[O:9] |f:1.2|. Procedure: 2-Amino-N-[(4-methoxy-6-methylpyrimidin-2-yl)aminocarbonyl]benzenesulfonamide (3.0 g) in acetic acid (30 mL), propionic acid (20 mL), water (10 mL) and concentrated HCl (2.0 mL) was cooled to 0° C. To this mixture was added sodium nitrite (0.75 g) with stirring. The mixture was held at -10° to 0° C. for 45 minutes. The mixture was then added to an ice and water slurry containing dimethylamine (150 mL, 25% dimethylamine in water). The homogeneous solution was acidified with acetic acid and the he... Starting materials: NO (NH2OH), C(#N)C=1C=CC(=C(C1)NC(=O)C1=CN=C2N1C=CC=C2)F (N-(5-cyano-2-fluorophenyl)imidazo[1,2-a]pyridine-3-carboxamide). Solvent: CCO (EtOH). Conditions: temperature 70 celsius. Yields the product FC1=C(C=C(C=C1)C(N)=NO)NC(=O)C1=CN=C2N1C=CC=C2 (N-(2-fluoro-5-(N′-hydroxycarbamimidoyl)phenyl)imidazo[1,2-a]pyridine-3-carboxamide). RXN SMILES: [NH2:1][OH:2].[C:3]([C:5]1[CH:6]=[CH:7][C:8]([F:23])=[C:9]([NH:11][C:12]([C:14]2[N:18]3[CH:19]=[CH:20][CH:21]=[CH:22][C:17]3=[N:16][CH:15]=2)=[O:13])[CH:10]=1)#[N:4]>CCO>[F:23][C:8]1[CH:7]=[CH:6][C:5]([C:3](=[N:1][OH:2])[NH2:4])=[CH:10][C:9]=1[NH:11][C:12]([C:14]1[N:18]2[CH:19]=[CH:20][CH:21]=[CH:22][C:17]2=[N:16][CH:15]=1)=[O:13]. Procedure details: NH2OH (10 mL, 32.1 mmol) was added in one portion to a stirred suspension of N-(5-cyano-2-fluorophenyl)imidazo[1,2-a]pyridine-3-carboxamide (49) (3.6 g, 12.85 mmol) in EtOH (100 mL). The resulting suspension was heated at 70° C. for 3 hours and then the solvent was removed to yield N-(2-fluoro-5-(N′-hydroxycarbamimidoyl)phenyl)imidazo[1,2-a]pyridine-3-carboxamide (50). 1H NMR (400 MHz, d6-DMSO) δ 10.21 (s, 1H), 9.70 (s, 1H), 9.45 (td, J=1.2, 7.2 Hz, 1H), 8.61 (s, 1H), 7.95 (dd, J=2.4, 7.6 Hz, 1H... Reactants: ClC1=NC=CC=C1C#N (2-chloro-3-cyanopyridine), CCOCC (ether), BrC1=CC=CC=C1 (bromobenzene), [Mg] (magnesium), CCOCC (ether), CCOCC (ether), Cl (HCl). The product is C(C1=CC=CC=C1)(=O)C=1C(=NC=CC1)Cl (3-benzoyl-2-chloro-pyridine). Reaction SMILES: Br[C:2]1[CH:7]=[CH:6][CH:5]=[CH:4][CH:3]=1.[Mg].[Cl:9][C:10]1[C:15]([C:16]#N)=[CH:14][CH:13]=[CH:12][N:11]=1.Cl.CC[O:21]CC>>[C:16]([C:15]1[C:10]([Cl:9])=[N:11][CH:12]=[CH:13][CH:14]=1)(=[O:21])[C:2]1[CH:7]=[CH:6][CH:5]=[CH:4][CH:3]=1. Procedure: A solution of 3.14 g (0.02 mols) bromobenzene in anhydrous ether is added dropwise to a suspension of 0.02 mols magnesium in anhydrous ether. The mixture is refluxed 1.5 hr. and is then cooled until room temperature. Now a solution of 1.38 g 2-chloro-3-cyanopyridine in 25 ml anhydrous ether is added slowly while stirring. The reaction mixture is refluxed 24 hrs. and there is added, after standing, 10% aqueous HCl. The aqueous layer is separated and the ethereal layer is washed with 25% aqueous H...